This data is from the Open Reaction Database (ORD), a public repository of structured organic reaction records. The task is: describe an organic reaction: reactants, conditions, products, and yield Reactants: Cc1cc(O)c2c(C)c(Cc3ccc(Cl)cc3)c(=O)[nH]c2c1, O, O=P(Cl)(Cl)Cl. Product: Cc1cc(O)c2c(C)c(Cc3ccc(Cl)cc3)c(Cl)nc2c1. RXN SMILES: [Cl:1][c:2]1[cH:3][cH:4][c:5]([CH2:6][c:7]2[c:8](=[O:20])[nH:9][c:10]3[cH:11][c:12]([CH3:19])[cH:13][c:14]([OH:18])[c:15]3[c:16]2[CH3:17])[cH:21][cH:22]1.[OH2:23].[P:24]([Cl:25])([Cl:26])([Cl:27])=[O:28]>>[Cl:1][c:2]1[cH:3][cH:4][c:5]([CH2:6][c:7]2[c:8]([Cl:26])[n:9][c:10]3[cH:11][c:12]([CH3:19])[cH:13][c:14]([OH:18])[c:15]3[c:16]2[CH3:17])[cH:21][cH:22]1. Reactants: O=C(OCc1ccccc1)c1ccc(Cl)cc1OCc1ccccc1, CCO, Cl, [Na+], [OH-]. Yields the product O=C(O)c1ccc(Cl)cc1OCc1ccccc1. As a reaction SMILES: [CH2:1]([c:2]1[cH:3][cH:4][cH:5][cH:6][cH:7]1)[O:8][C:9]([c:10]1[c:11]([O:17][CH2:18][c:19]2[cH:20][cH:21][cH:22][cH:23][cH:24]2)[cH:12][c:13]([Cl:16])[cH:14][cH:15]1)=[O:25].[CH3:29][CH2:30][OH:31].[ClH:28].[Na+:27].[OH-:26]>>[O:8]=[C:9]([c:10]1[c:11]([O:17][CH2:18][c:19]2[cH:20][cH:21][cH:22][cH:23][cH:24]2)[cH:12][c:13]([Cl:16])[cH:14][cH:15]1)[OH:25]. Starting materials: BrCC(=O)C1=CC=C(C=C1)Cl (2-Bromo-1-(4-chlorophenyl)ethanone), ClC=1C=CC(=NC1)N (5-chloro-2-pyridinamine), O (water). Solvent: CN(C=O)C (dimethylformamide). The product is ClC=1C=CC=2N(C1)C=C(N2)C2=CC=C(C=C2)Cl (6-Chloro-2-(4-chlorophenyl)imidazo[1,2-a]pyridine). Isolated yield 8.8%. As a reaction SMILES: Br[CH2:2][C:3]([C:5]1[CH:10]=[CH:9][C:8]([Cl:11])=[CH:7][CH:6]=1)=O.[Cl:12][C:13]1[CH:14]=[CH:15][C:16]([NH2:19])=[N:17][CH:18]=1.O>CN(C)C=O>[Cl:12][C:13]1[CH:14]=[CH:15][C:16]2[N:17]([CH:2]=[C:3]([C:5]3[CH:10]=[CH:9][C:8]([Cl:11])=[CH:7][CH:6]=3)[N:19]=2)[CH:18]=1. Reported procedure: 2-Bromo-1-(4-chlorophenyl)ethanone (9.08 g, 39 mmol) was added to a solution of 5-chloro-2-pyridinamine (5.0 g, 39 mmol) in dimethylformamide (100 mL) and the mixture was heated under reflux for 20 h. The mixture was cooled and poured into water (400 mL) and the solid was collected. The solid was dissolved in dichloromethane (300 mL), washed with water (50 mL) and brine (50 mL), dried (MgSO4) and the solvent was evaporated under reduced pressure. The residue was recrystallised from ethanol/water... Starting materials: O=C(O)CCCc1ccccc1Br, O=C(Cl)C(=O)Cl, c1ccccc1. The product is O=C1CCCc2c(Br)cccc21. As a reaction SMILES: [Br:1][c:2]1[c:3]([CH2:8][CH2:9][CH2:10][C:11](=[O:12])[OH:13])[cH:4][cH:5][cH:6][cH:7]1.[Cl:14][C:15]([C:16]([Cl:17])=[O:18])=[O:19].[cH:20]1[cH:21][cH:22][cH:23][cH:24][cH:25]1>>[Br:1][c:2]1[c:3]2[c:4]([cH:5][cH:6][cH:7]1)[C:11](=[O:13])[CH2:10][CH2:9][CH2:8]2. Reactants: C(C)N=C=NCCCN(C)C (1-ethyl-3-(3-dimethylaminopropyl)carbodiimide), C(C)(C)(C)OC(=O)N1CCC(CC1)CCC(=O)N1C[C@@H](CCC1)C(=O)O ((R)-1-[3-(1-tert-butoxycarbonyl-4-piperidyl)propionyl]-3-piperidinecarboxylic acid), Cl.COC([C@H](CN)NC(=O)OCC1=CC=CC=C1)=O (2(S)-benzyloxycarbonylamino-β-alanine methyl ester hydrochloride), ON1N=NC2=C1C=CC=C2 (1-hydroxybenzotriazole), ice water. The solvent is CN(C=O)C (N,N-dimethylformamide). Run at temperature 4 celsius, time 15 hour. Product: COC([C@H](CNC(=O)[C@H]1CN(CCC1)C(CCC1CCN(CC1)C(=O)OC(C)(C)C)=O)NC(=O)OCC1=CC=CC=C1)=O (N-[(R)-1-[3-(1-tert-butoxycarbonyl-4-piperidyl)propionyl]-3-piperidylcarbonyl]-2(S)-benzyloxycarbonylamino-β-alanine methyl ester). Yield: 93.2%. As a reaction SMILES: [C:1]([O:5][C:6]([N:8]1[CH2:13][CH2:12][CH:11]([CH2:14][CH2:15][C:16]([N:18]2[CH2:23][CH2:22][CH2:21][C@@H:20]([C:24](O)=[O:25])[CH2:19]2)=[O:17])[CH2:10][CH2:9]1)=[O:7])([CH3:4])([CH3:3])[CH3:2].Cl.[CH3:28][O:29][C:30](=[O:45])[C@@H:31]([NH:34][C:35]([O:37][CH2:38][C:39]1[CH:44]=[CH:43][CH:42]=[CH:41][CH:40]=1)=[O:36])[CH2:32][NH2:33].ON1C2C=CC=CC=2N=N1.C(N=C=NCCCN(C)C)C>CN(C)C=O>[CH3:28][O:29][C:30](=[O:45])[C@@H:31]([NH:34][C:35]([O:37][CH2:38][C:39]1[CH:40]=[CH:41][CH:42]=[CH:43][CH:44]=1)=[O:36])[CH2:32][NH:33][C:24]([C@@H:20]1[CH2:21][CH2:22][CH2:23][N:18]([C:16](=[O:17])[CH2:15][CH2:14][CH:11]2[CH2:12][CH2:13][N:8]([C:6]([O:5][C:1]([CH3:3])([CH3:2])[CH3:4])=[O:7])[CH2:9][CH2:10]2)[CH2:19]1)=[O:25] |f:1.2|. Procedure details: To a mixture of (R)-1-[3-(1-tert-butoxycarbonyl-4-piperidyl)propionyl]-3-piperidinecarboxylic acid (20.0 g), 2(S)-benzyloxycarbonylamino-β-alanine methyl ester hydrochloride (17.2 g) and 1-hydroxybenzotriazole (8.07 g) in N,N-dimethylformamide (200 ml) was added dropwise 1-ethyl-3-(3-dimethylaminopropyl)carbodiimide (10.9 ml) at 0° C. The mixture was stirred at 4° C. for 15 hours, then poured into ice water (500 ml), and extracted with ethyl acetate (500 ml×2). The combined organic layer was suc... The reactants are Cl (hydrochloric acid), [OH-].[Na+] (sodium hydroxide), [OH-].[Na+] (sodium hydroxide), N1C=C(C2=CC=CC=C12)C1CCN(CC1)CC=1N=C(SC1)NC([C@@H](C)OC(C)=O)=O (4-[4-(3-indolyl)piperidinomethyl]-2-[(2R)-2-acetoxypropionylamino]thiazole). Solvent: C(C)O (ethanol). Run at time 1 hour. The product is N1C=C(C2=CC=CC=C12)C1CCN(CC1)CC=1N=C(SC1)NC([C@H](O)C)=O (4-[4-(3-indolyl)piperidinomethyl]-2-(D-lactoylamino)thiazole). Yield: 43.3%. As a reaction SMILES: [NH:1]1[C:9]2[C:4](=[CH:5][CH:6]=[CH:7][CH:8]=2)[C:3]([CH:10]2[CH2:15][CH2:14][N:13]([CH2:16][C:17]3[N:18]=[C:19]([NH:22][C:23](=[O:30])[C@H:24]([O:26]C(=O)C)[CH3:25])[S:20][CH:21]=3)[CH2:12][CH2:11]2)=[CH:2]1.[OH-].[Na+].Cl>C(O)C>[NH:1]1[C:9]2[C:4](=[CH:5][CH:6]=[CH:7][CH:8]=2)[C:3]([CH:10]2[CH2:11][CH2:12][N:13]([CH2:16][C:17]3[N:18]=[C:19]([NH:22][C:23](=[O:30])[C@@H:24]([CH3:25])[OH:26])[S:20][CH:21]=3)[CH2:14][CH2:15]2)=[CH:2]1 |f:1.2|. Procedure: In ethanol (5 ml) was dissolved 4-[4-(3-indolyl)piperidinomethyl]-2-[(2R)-2-acetoxypropionylamino]thiazole (1 g) and under ice-cooling, 1N aqueous sodium hydroxide solution (2.34 ml) was added. The mixture was stirred for 1 hour at the same temperature and, then, for 1.5 hours at ambient temperature. Thereafter, 1N aqueous sodium hydroxide solution (0.7 ml) was further added and the mixture was stirred at ambient temperature for another 2 hours. The reaction mixture was then neutralized with 1N ...